The task is: describe an organic reaction: reactants, conditions, products, and yield. This data is from the Open Reaction Database (ORD), a public repository of structured organic reaction records. Run in C(C)#N (acetonitrile), C(C)#N (acetonitrile). Reaction SMILES: O.[C:2]1([CH3:12])[CH:7]=[CH:6][C:5]([S:8]([OH:11])(=[O:10])=[O:9])=[CH:4][CH:3]=1.[CH3:13][N:14]([C:32]1[CH:37]=[CH:36][CH:35]=[C:34]([C:38]([F:41])([F:40])[F:39])[CH:33]=1)[C:15]([C:17]1[C:18]([NH2:31])=[N:19][C:20]([N:23]2[CH2:27][C:26]([CH3:29])([CH3:28])[NH:25][C:24]2=[O:30])=[N:21][CH:22]=1)=[O:16]>C(#N)C>[C:2]1([CH3:12])[CH:3]=[CH:4][C:5]([S:8]([OH:11])(=[O:9])=[O:10])=[CH:6][CH:7]=1.[CH3:13][N:14]([C:32]1[CH:37]=[CH:36][CH:35]=[C:34]([C:38]([F:40])([F:39])[F:41])[CH:33]=1)[C:15]([C:17]1[C:18]([NH2:31])=[N:19][C:20]([N:23]2[CH2:27][C:26]([CH3:29])([CH3:28])[NH:25][C:24]2=[O:30])=[N:21][CH:22]=1)=[O:16] |f:0.1,4.5|. Reaction conditions: time 20 minute. The reactants are solution, O.C1(=CC=C(C=C1)S(=O)(=O)O)C (p-toluenesulfonic acid hydrate), CN(C(=O)C=1C(=NC(=NC1)N1C(NC(C1)(C)C)=O)N)C1=CC(=CC=C1)C(F)(F)F (4-amino-2-(4,4-dimethyl-2-oxo-1-imidazolidinyl)pyrimidine-5-carboxylic acid N-methyl-N-(3-trifluoromethylphenyl)amide). Reported procedure: A solution of 285.5 mg (1.5 mmol) of p-toluenesulfonic acid hydrate in 10 ml of acetonitrile was added to a suspension of 613 mg (1.5 mmol) of compound I in 4 ml of acetonitrile at room temperature. The resulting solution (pH 3-4) was stirred at room temperature for 20 min and evaporated in vacuo. Ether was added to the residue. This resulted in crystallization of a substance which, after stirring at room temperature for 20 min, was filtered off with suction and washed with ether. Drying (5-6 mb... The product is C1(=CC=C(C=C1)S(=O)(=O)O)C.CN(C(=O)C=1C(=NC(=NC1)N1C(NC(C1)(C)C)=O)N)C1=CC(=CC=C1)C(F)(F)F (4-amino-2-(4,4-dimethyl-2-oxo-1-imidazolidinyl)pyrimidine-5-carboxylic acid N-methyl-N-(3-trifluoromethylphenyl)amide p-toluenesulfonate). Isolated yield 94.2%. Reactants: COCCOC=1C(=NC2=CC=CC=C2N1)C(=O)NC1=NN=NN1 (3-(2-Methoxyethoxy)-N(1H-tetrazol-5-yl)-2-quinoxalinecarboxamide). Solvent: COCCO (2-methoxyethanol). Yields the product OCCOC=1C(=NC2=CC=CC=C2N1)C(=O)NC1=NN=NN1 (3(2-Hydroxyethoxy)N(1H-tetrazol-5-yl)-2-quinoxalinecarboxamide). RXN SMILES: C[O:2][CH2:3][CH2:4][O:5][C:6]1[C:7]([C:16]([NH:18][C:19]2[NH:23][N:22]=[N:21][N:20]=2)=[O:17])=[N:8][C:9]2[C:14]([N:15]=1)=[CH:13][CH:12]=[CH:11][CH:10]=2>COCCO>[OH:2][CH2:3][CH2:4][O:5][C:6]1[C:7]([C:16]([NH:18][C:19]2[NH:23][N:22]=[N:21][N:20]=2)=[O:17])=[N:8][C:9]2[C:14]([N:15]=1)=[CH:13][CH:12]=[CH:11][CH:10]=2. Reported procedure: 3-(2-Methoxyethoxy)-N(1H-tetrazol-5-yl)-2-quinoxalinecarboxamide, m.p. 246°-247°, from 2-methoxyethanol (85%). As a reaction SMILES: [F:1][c:2]1[cH:3][c:4]([NH:10][c:11]2[n:12][cH:13][c:14]([C:43]([CH3:44])([CH3:45])[N:46]3[CH2:47][CH2:48][O:49][CH2:50][CH2:51]3)[cH:15][c:16]2-[c:17]2[n:18][c:19]([N:24]([CH2:25][c:26]3[cH:27][cH:28][c:29]([O:30][CH3:31])[cH:32][cH:33]3)[CH2:34][c:35]3[cH:36][cH:37][c:38]([O:39][CH3:40])[cH:41][cH:42]3)[n:20][c:21]([CH3:23])[n:22]2)[cH:5][n:6][c:7]1[O:8][CH3:9].[F:62][C:63]([F:64])([F:65])[C:66]([OH:67])=[O:68].[Na+:61].[OH-:60].[OH:52][S:53]([C:54]([F:55])([F:56])[F:57])(=[O:58])=[O:59]>>[F:1][c:2]1[cH:3][c:4]([NH:10][c:11]2[n:12][cH:13][c:14]([C:43]([CH3:44])([CH3:45])[N:46]3[CH2:47][CH2:48][O:49][CH2:50][CH2:51]3)[cH:15][c:16]2-[c:17]2[n:18][c:19]([NH2:24])[n:20][c:21]([CH3:23])[n:22]2)[cH:5][n:6][c:7]1[O:8][CH3:9]. Reactants: COc1ccc(CN(Cc2ccc(OC)cc2)c2nc(C)nc(-c3cc(C(C)(C)N4CCOCC4)cnc3Nc3cnc(OC)c(F)c3)n2)cc1, O=C(O)C(F)(F)F, [Na+], [OH-], O=S(=O)(O)C(F)(F)F. Product: COc1ncc(Nc2ncc(C(C)(C)N3CCOCC3)cc2-c2nc(C)nc(N)n2)cc1F. The reactants are BrC=1C(=C(C=C(C1)I)C(=O)C1=CC=C(C=C1)CC)C ((3-bromo-5-iodo-2-methyl-phenyl)-(4-ethyl-phenyl)-methanone), C(C)[SiH](CC)CC (triethylsilane), solution, [OH-].[K+] (KOH), C(C)(C)OC(C)C (diisopropylether), B(F)(F)F (boron trifluoride). The solvent is ClCCl (dichloromethane), C(C)#N (acetonitrile). Yields the product BrC=1C=C(C=C(C1C)CC1=CC=C(C=C1)CC)I (3-Bromo-5-(4-ethyl-benzyl)-1-iodo-4-methyl-benzene). RXN SMILES: [Br:1][C:2]1[C:3]([CH3:19])=[C:4]([C:9]([C:11]2[CH:16]=[CH:15][C:14]([CH2:17][CH3:18])=[CH:13][CH:12]=2)=O)[CH:5]=[C:6]([I:8])[CH:7]=1.C([SiH](CC)CC)C.B(F)(F)F.[OH-].[K+].C(OC(C)C)(C)C>ClCCl.C(#N)C>[Br:1][C:2]1[CH:7]=[C:6]([I:8])[CH:5]=[C:4]([CH2:9][C:11]2[CH:16]=[CH:15][C:14]([CH2:17][CH3:18])=[CH:13][CH:12]=2)[C:3]=1[CH3:19] |f:3.4|. Procedure details: A solution of (3-bromo-5-iodo-2-methyl-phenyl)-(4-ethyl-phenyl)-methanone (4.2 g) and triethylsilane (4.7 mL) in dichloromethane (10 mL) and acetonitrile (28 mL) is cooled in an ice-bath. Then, boron trifluoride diethyletherate (1.4 mL) is added dropwise over 3 min. The solution is stirred for 14 h at ambient temperature, before an aqueous 25% solution of KOH and diisopropylether are added. The organic phase is separated and the aqueous phase is extracted three times with diisopropylether. The c... Reactants: OC1=C(C=O)C=C(C=C1)[N+](=O)[O-] (2-hydroxy-5-nitrobenzaldehyde), C(CO)O (ethylene glycol), O.C1(=CC=C(C=C1)S(=O)(=O)O)C (p-toluenesulfonic acid monohydrate), C([O-])(O)=O.[Na+] (sodium bicarbonate). The solvent is C1(=CC=CC=C1)C (toluene), O (water). The product is O1C(OCC1)C1=C(C=CC(=C1)[N+](=O)[O-])O (2-[1,3]Dioxolan-2-yl-4-nitro-phenol). Reaction SMILES: [OH:1][C:2]1[CH:9]=[CH:8][C:7]([N+:10]([O-:12])=[O:11])=[CH:6][C:3]=1[CH:4]=[O:5].[CH2:13](O)[CH2:14][OH:15].O.C1(C)C=CC(S(O)(=O)=O)=CC=1.C(=O)(O)[O-].[Na+]>C1(C)C=CC=CC=1.O>[O:5]1[CH2:13][CH2:14][O:15][CH:4]1[C:3]1[CH:6]=[C:7]([N+:10]([O-:12])=[O:11])[CH:8]=[CH:9][C:2]=1[OH:1] |f:2.3,4.5|. Reported procedure: The solution of 25 g (149.6 mmol) of 2-hydroxy-5-nitrobenzaldehyde in 500 ml of toluene is mixed with 100 ml of ethylene glycol, 2.85 g of p-toluenesulfonic acid monohydrate, and it is refluxed in a water separator for 5 hours. After cooling, it is poured into saturated sodium bicarbonate solution, extracted several times with ethyl acetate, the combined organic extracts are washed with saturated sodium chloride solution and dried on sodium sulfate. The residue that is obtained after filtration ... The reactants are N#Cc1cc2c3c(cccc3c1N1CCCCC1)C(=O)N(OCc1ccccc1)C2=O, C1CCOC1, [H][H]. Product: N#Cc1cc2c3c(cccc3c1N1CCCCC1)C(=O)N(O)C2=O. As a reaction SMILES: [CH2:1]([c:2]1[cH:3][cH:4][cH:5][cH:6][cH:7]1)[O:8][N:9]1[C:10](=[O:31])[c:11]2[cH:12][cH:13][cH:14][c:15]3[c:16]2[c:17]([cH:20][c:21]([C:29]#[N:30])[c:22]3[N:23]2[CH2:24][CH2:25][CH2:26][CH2:27][CH2:28]2)[C:18]1=[O:19].[CH2:34]1[O:35][CH2:36][CH2:37][CH2:38]1.[H:32][H:33]>>[OH:8][N:9]1[C:10](=[O:31])[c:11]2[cH:12][cH:13][cH:14][c:15]3[c:16]2[c:17]([cH:20][c:21]([C:29]#[N:30])[c:22]3[N:23]2[CH2:24][CH2:25][CH2:26][CH2:27][CH2:28]2)[C:18]1=[O:19]. The reactants are CC(C)Br, O=Cc1ccc(O)c(Br)c1, O=C([O-])[O-], CCOC(C)=O, CN(C)C=O, [I-], [K+], [K+], [K+]. The product is CC(C)Oc1ccc(C=O)cc1Br. RXN SMILES: [Br:19][CH:20]([CH3:21])[CH3:22].[Br:1][c:2]1[cH:3][c:4]([CH:5]=[O:6])[cH:7][cH:8][c:9]1[OH:10].[C:11](=[O:12])([O-:13])[O-:14].[CH3:23][CH2:24][O:25][C:26](=[O:27])[CH3:28].[CH3:29][N:30]([CH3:31])[CH:32]=[O:33].[I-:18].[K+:15].[K+:16].[K+:17]>>[Br:1][c:2]1[cH:3][c:4]([CH:5]=[O:6])[cH:7][cH:8][c:9]1[O:10][CH:20]([CH3:21])[CH3:22]. The reactants are N#Cc1ccsc1Br, CCC(CC)c1cc(C)nn2c(I)c(C)nc12, C1CCOC1, CCOC(C)=O. Product: CCC(CC)c1cc(C)nn2c(-c3sccc3C#N)c(C)nc12. RXN SMILES: [Br:1][c:2]1[s:3][cH:4][cH:5][c:6]1[C:7]#[N:8].[CH2:14]([CH3:15])[CH:16]([CH2:17][CH3:18])[c:19]1[c:20]2[n:21]([n:22][c:23]([CH3:25])[cH:24]1)[c:26]([I:30])[c:27]([CH3:29])[n:28]2.[CH2:9]1[O:10][CH2:11][CH2:12][CH2:13]1.[CH3:31][CH2:32][O:33][C:34]([CH3:35])=[O:36]>>[c:2]1(-[c:26]2[n:21]3[c:20]([c:19]([CH:16]([CH2:14][CH3:15])[CH2:17][CH3:18])[cH:24][c:23]([CH3:25])[n:22]3)[n:28][c:27]2[CH3:29])[s:3][cH:4][cH:5][c:6]1[C:7]#[N:8]. Reactants: BrC1=CC=C(C=C1)C(C(F)(F)F)O (1-(4-bromophenyl)-2,2,2-trifluoroethanol), CN(C)C=O (DMF), C(#N)C1(CC1)NC([C@@H](N[C@H](C(F)(F)F)C1=CC=C(C=C1)B1OC(C(O1)(C)C)(C)C)CC(C)(C)F)=O (N1-(1-cyanocyclopropyl)-4-fluoro-N2-{(1S)-2,2,2-trifluoro-1-[4-(4,4,5,5-tetramethyl-1,3,2-dioxaborolan-2-yl)phenyl]ethyl}-L-leucinamide), ice, C([O-])(O)=O.[Na+] (sodium bicarbonate). Reagents/catalysts: C1=CC=C(C=C1)P([C-]2C=CC=C2)C3=CC=CC=C3.C1=CC=C(C=C1)P([C-]2C=CC=C2)C3=CC=CC=C3.Cl[Pd]Cl.[Fe+2] ([1,1′-bis(diphenylphosphino)-ferrocene]dichloropalladium(II)). Run in example 3, C(=O)([O-])[O-].[Na+].[Na+] (Na2CO3), ClCCl (dichloromethane). Run at temperature 80 celsius. Product: C(#N)C1(CC1)NC([C@@H](N[C@H](C(F)(F)F)C1=CC=C(C=C1)C1=CC=C(C=C1)C(C(F)(F)F)O)CC(C)(C)F)=O (N1-(1-cyanocyclopropyl)-4-fluoro-N2-{(1S)-2,2,2-trifluoro-1-[4′-(2,2,2-trifluoro-1-hydroxyethyl)biphenyl-4-yl]ethyl}-L-leucinamide). RXN SMILES: CN(C=O)C.[C:6]([C:8]1([NH:11][C:12](=[O:40])[C@H:13]([CH2:35][C:36]([F:39])([CH3:38])[CH3:37])[NH:14][C@@H:15]([C:20]2[CH:25]=[CH:24][C:23](B3OC(C)(C)C(C)(C)O3)=[CH:22][CH:21]=2)[C:16]([F:19])([F:18])[F:17])[CH2:10][CH2:9]1)#[N:7].Br[C:42]1[CH:47]=[CH:46][C:45]([CH:48]([OH:53])[C:49]([F:52])([F:51])[F:50])=[CH:44][CH:43]=1.C(=O)(O)[O-].[Na+]>C([O-])([O-])=O.[Na+].[Na+].C1C=CC(P(C2C=CC=CC=2)[C-]2C=CC=C2)=CC=1.C1C=CC(P(C2C=CC=CC=2)[C-]2C=CC=C2)=CC=1.Cl[Pd]Cl.[Fe+2].ClCCl>[C:6]([C:8]1([NH:11][C:12](=[O:40])[C@H:13]([CH2:35][C:36]([F:39])([CH3:37])[CH3:38])[NH:14][C@@H:15]([C:20]2[CH:21]=[CH:22][C:23]([C:42]3[CH:47]=[CH:46][C:45]([CH:48]([OH:53])[C:49]([F:51])([F:52])[F:50])=[CH:44][CH:43]=3)=[CH:24][CH:25]=2)[C:16]([F:19])([F:18])[F:17])[CH2:9][CH2:10]1)#[N:7] |f:3.4,5.6.7,8.9.10.11|. Procedure details: A stream of nitrogen was passed through a solution of DMF (4 mL), N1-(1-cyanocyclopropyl)-4-fluoro-N2-{(1S)-2,2,2-trifluoro-1-[4-(4,4,5,5-tetramethyl-1,3,2-dioxaborolan-2-yl)phenyl]ethyl}-L-leucinamide described in step 3 of example 1 (150 mg), 1-(4-bromophenyl)-2,2,2-trifluoroethanol from step 1 in example 3 (92 mg) and 2 M Na2CO3 (750 μL) for 15 minutes followed by the addition of [1,1′-bis(diphenylphosphino)-ferrocene]dichloropalladium(II), complex (1:1) with dichloromethane (12 mg). The mixt... Starting materials: O=C([O-])O, CCCCCCC(C)C(=O)c1ccc(-c2ccccc2)cc1, CCCCCCC(C)C(=O)O, CO, [Na+], O. Product: CCCCCCC(C)C(=O)c1ccc(-c2ccc(O)cc2)cc1. Reaction SMILES: [C:35](=[O:36])([O-:37])[OH:38].[CH3:1][CH:2]([C:3](=[O:4])[c:5]1[cH:6][cH:7][c:8](-[c:11]2[cH:12][cH:13][cH:14][cH:15][cH:16]2)[cH:9][cH:10]1)[CH2:17][CH2:18][CH2:19][CH2:20][CH2:21][CH3:22].[CH3:23][CH:24]([CH2:25][CH2:27][CH2:28][CH2:29][CH2:30][CH3:31])[C:32](=[O:26])[OH:33].[CH3:40][OH:41].[Na+:39].[OH2:34]>>[CH3:1][CH:2]([C:3](=[O:4])[c:5]1[cH:6][cH:7][c:8](-[c:11]2[cH:12][cH:13][c:14]([OH:26])[cH:15][cH:16]2)[cH:9][cH:10]1)[CH2:17][CH2:18][CH2:19][CH2:20][CH2:21][CH3:22].